This data is from the Open Reaction Database (ORD), a public repository of structured organic reaction records. The task is: describe an organic reaction: reactants, conditions, products, and yield Starting materials: BrC=1C=C(C=CC1C)CNC(=O)C1=NC(=CC=C1)C(=O)NCC=1C(=C2C(=NC1CC)N(N=C2)CC)NC2CCOCC2 (N-[(3-Bromo-4-methylphenyl)methyl]-N′-{[1,6-diethyl-4-(tetrahydro-2H-pyran-4-ylamino)-1H-pyrazolo[3,4-b]pyridin-5-yl]methyl}-2,6-pyridinedicarboxamide), C(=O)C=1C=C(C=CC1)B(O)O ((3-formylphenyl)boronic acid), C([O-])([O-])=O.[K+].[K+] (potassium carbonate). The reagents and catalysts are C=1C=CC(=CC1)[P](C=2C=CC=CC2)(C=3C=CC=CC3)[Pd]([P](C=4C=CC=CC4)(C=5C=CC=CC5)C=6C=CC=CC6)([P](C=7C=CC=CC7)(C=8C=CC=CC8)C=9C=CC=CC9)[P](C=1C=CC=CC1)(C=1C=CC=CC1)C=1C=CC=CC1 (Pd(Ph3P)4). The solvent is O1CCOCC1 (1,4-dioxane), three, C(Cl)Cl (DCM), O (water). Run at temperature 100 celsius. Product: C(C)N1N=CC=2C1=NC(=C(C2NC2CCOCC2)CNC(=O)C2=NC(=CC=C2)C(=O)NCC=2C=C(C(=CC2)C)C2=CC(=CC=C2)C=O)CC (N-{[1,6-diethyl-4-(tetrahydro-2H-pyran-4-ylamino)-1H-pyrazolo[3,4-b]pyridin-5-yl]methyl}-N′-[(3′-formyl-6-methyl-3-biphenylyl)methyl]-2,6-pyridinedicarboxamide). Isolated yield 92.8%. RXN SMILES: Br[C:2]1[CH:3]=[C:4]([CH2:9][NH:10][C:11]([C:13]2[CH:18]=[CH:17][CH:16]=[C:15]([C:19]([NH:21][CH2:22][C:23]3[C:24]([NH:36][CH:37]4[CH2:42][CH2:41][O:40][CH2:39][CH2:38]4)=[C:25]4[CH:33]=[N:32][N:31]([CH2:34][CH3:35])[C:26]4=[N:27][C:28]=3[CH2:29][CH3:30])=[O:20])[N:14]=2)=[O:12])[CH:5]=[CH:6][C:7]=1[CH3:8].[CH:43]([C:45]1[CH:46]=[C:47](B(O)O)[CH:48]=[CH:49][CH:50]=1)=[O:44].C(=O)([O-])[O-].[K+].[K+]>O1CCOCC1.O.C(Cl)Cl.C1C=CC([P]([Pd]([P](C2C=CC=CC=2)(C2C=CC=CC=2)C2C=CC=CC=2)([P](C2C=CC=CC=2)(C2C=CC=CC=2)C2C=CC=CC=2)[P](C2C=CC=CC=2)(C2C=CC=CC=2)C2C=CC=CC=2)(C2C=CC=CC=2)C2C=CC=CC=2)=CC=1>[CH2:34]([N:31]1[C:26]2=[N:27][C:28]([CH2:29][CH3:30])=[C:23]([CH2:22][NH:21][C:19]([C:15]3[CH:16]=[CH:17][CH:18]=[C:13]([C:11]([NH:10][CH2:9][C:4]4[CH:3]=[C:2]([C:49]5[CH:48]=[CH:47][CH:46]=[C:45]([CH:43]=[O:44])[CH:50]=5)[C:7]([CH3:8])=[CH:6][CH:5]=4)=[O:12])[N:14]=3)=[O:20])[C:24]([NH:36][CH:37]3[CH2:42][CH2:41][O:40][CH2:39][CH2:38]3)=[C:25]2[CH:33]=[N:32]1)[CH3:35] |f:2.3.4,^1:73,75,94,113|. Procedure details: N-[(3-Bromo-4-methylphenyl)methyl]-N′-{[1,6-diethyl-4-(tetrahydro-2H-pyran-4-ylamino)-1H-pyrazolo[3,4-b]pyridin-5-yl]methyl}-2,6-pyridinedicarboxamide (1.86 g, 2.93 mmol), (3-formylphenyl)boronic acid (0.439 g, 2.93 mmol), potassium carbonate (1.215 g, 8.79 mmol), and Pd(Ph3P)4 (0.169 g, 0.147 mmol) were combined in three 10-20 mL Biotage microwave vials in 1,4-dioxane (27 mL) and water (9 mL). The vials were capped and the mixture was heated in the microwave at normal power at 100° C. for 15 mi... The reactants are O=C([O-])[O-], CCC(C)=O, Oc1ccccc1Oc1ncc(Cl)cn1, O=[N+]([O-])c1ccc(Cl)nc1, [K+], [K+]. The product is O=[N+]([O-])c1ccc(Oc2ccccc2Oc2ncc(Cl)cn2)nc1. RXN SMILES: [C:16](=[O:17])([O-:18])[O-:19].[CH2:32]([C:33]([CH3:34])=[O:35])[CH3:36].[Cl:1][c:2]1[cH:3][n:4][c:5]([O:8][c:9]2[c:10]([OH:15])[cH:11][cH:12][cH:13][cH:14]2)[n:6][cH:7]1.[Cl:22][c:23]1[n:24][cH:25][c:26]([N+:29](=[O:30])[O-:31])[cH:27][cH:28]1.[K+:20].[K+:21]>>[Cl:1][c:2]1[cH:3][n:4][c:5]([O:8][c:9]2[c:10]([O:15][c:23]3[n:24][cH:25][c:26]([N+:29](=[O:30])[O-:31])[cH:27][cH:28]3)[cH:11][cH:12][cH:13][cH:14]2)[n:6][cH:7]1. The product is ClC=1C=C(C=CC1F)NC1=NC=NC2=CC(=C(C=C12)NC(C=CCN(C[C@@H](C)O)CC(=O)O)=O)OCC1CC1 (4-[(3-chloro-4-fluorophenyl)amino]-6-({4-[N-(carboxymethyl)-N-((R)-2-hydroxyprop-1-yl)amino]-1-oxo-2-buten-1-yl}amino)-7-cyclopropylmethoxyquinazoline). Reaction SMILES: [Cl:1][C:2]1[CH:3]=[C:4]([NH:9][C:10]2[C:19]3[C:14](=[CH:15][C:16]([O:34][CH2:35][CH:36]4[CH2:38][CH2:37]4)=[C:17]([NH:20][C:21](=[O:33])[CH:22]=[CH:23][CH2:24][N:25]4[CH2:30][C@@H:29]([CH3:31])[O:28][C:27](=[O:32])[CH2:26]4)[CH:18]=3)[N:13]=[CH:12][N:11]=2)[CH:5]=[CH:6][C:7]=1[F:8].Cl.[OH-:40].[Na+]>O>[Cl:1][C:2]1[CH:3]=[C:4]([NH:9][C:10]2[C:19]3[C:14](=[CH:15][C:16]([O:34][CH2:35][CH:36]4[CH2:38][CH2:37]4)=[C:17]([NH:20][C:21](=[O:33])[CH:22]=[CH:23][CH2:24][N:25]([CH2:26][C:27]([OH:28])=[O:32])[CH2:30][C@H:29]([OH:40])[CH3:31])[CH:18]=3)[N:13]=[CH:12][N:11]=2)[CH:5]=[CH:6][C:7]=1[F:8] |f:2.3|. Procedure details: 100 mg of 4-[(3-chloro-4-fluorophenyl)amino]-6-{[4-((R)-6-methyl-2-oxomorpholin-4-yl)-1-oxo-2-buten-1-yl]amino}-7-cyclopropylmethoxyquinazoline is mixed with 1.63 ml of water and 0.37 ml of 1N hydrochloric acid. The reaction mixture is stirred for three hours at 60° C. and then left to stand overnight at ambient temperature. For working up, 0.37 ml 1N sodium hydroxide solution is added and the mixture is cooled in an ice bath, whereupon a light-colored precipitate is deposited. This is suction f... Starting materials: ClC=1C=C(C=CC1F)NC1=NC=NC2=CC(=C(C=C12)NC(C=CCN1CC(O[C@@H](C1)C)=O)=O)OCC1CC1 (4-[(3-chloro-4-fluorophenyl)amino]-6-{[4-((R)-6-methyl-2-oxomorpholin-4-yl)-1-oxo-2-buten-1-yl]amino}-7-cyclopropylmethoxyquinazoline), Cl (hydrochloric acid), [OH-].[Na+] (sodium hydroxide). Reaction conditions: temperature 60 celsius, time 3 hour. The solvent is O (water). The reactants are C(C)(C)(C)C=1C=C(N)C=CC1 (3-tert-butyl aniline), C(C)OC(=O)C1CCN(CC1)C1=CC=C(C=C1)C(=O)O (1-(4-carboxy-phenyl)-piperidine-4-carboxylic acid ethyl ester), CCN=C=NCCCN(C)C (EDCI). Solvent: C(Cl)Cl (CH2Cl2). Run at time 8 hour. Yields the product C(C)OC(=O)C1CCN(CC1)C1=CC=C(C=C1)C(NC1=CC(=CC=C1)C(C)(C)C)=O (1-[4-(3-tert-Butyl-phenylcarbamoyl)-phenyl]-piperidine-4-carboxylic acid ethyl ester). Yield: 21.0%. As a reaction SMILES: [C:1]([C:5]1[CH:6]=[C:7]([CH:9]=[CH:10][CH:11]=1)[NH2:8])([CH3:4])([CH3:3])[CH3:2].[CH2:12]([O:14][C:15]([CH:17]1[CH2:22][CH2:21][N:20]([C:23]2[CH:28]=[CH:27][C:26]([C:29](O)=[O:30])=[CH:25][CH:24]=2)[CH2:19][CH2:18]1)=[O:16])[CH3:13].CCN=C=NCCCN(C)C>C(Cl)Cl>[CH2:12]([O:14][C:15]([CH:17]1[CH2:18][CH2:19][N:20]([C:23]2[CH:24]=[CH:25][C:26]([C:29](=[O:30])[NH:8][C:7]3[CH:9]=[CH:10][CH:11]=[C:5]([C:1]([CH3:4])([CH3:2])[CH3:3])[CH:6]=3)=[CH:27][CH:28]=2)[CH2:21][CH2:22]1)=[O:16])[CH3:13]. Procedure: A mixture of 3-tert-butyl aniline (54 mg, 0.36 mmol), 1-(4-carboxy-phenyl)-piperidine-4-carboxylic acid ethyl ester (100 mg, 0.36 mmol) and EDCI (200 mg, 1.08 mmol) in CH2Cl2 was stirred at room temperature overnight. Next morning the reaction mixture was partitioned between EtOAc and water. The organic layer was separated dried over Na2SO4, filtered and concentrated. The residue was purified on a silica gel column with 20-50% Et2O in hexanes gradient to afford the product (31 mg; Yield: 21%). H... Reactants: OC1=CC=C(C=C1)CCC(=O)OC (methyl 3-(4-hydroxyphenyl)propionate), CN(CCO)CCCCCCCCCCCC (N-methyl-N-dodecylethanolamine), C1(=CC=CC=C1)P(C1=CC=CC=C1)C1=CC=CC=C1 (triphenylphosphine), N(=NC(=O)OC(C)C)C(=O)OC(C)C (diisopropyl azodicarboxylate). Run in O1CCCC1 (tetrahydrofuran). Conditions: time 3 hour. Product: C(CCCCCCCCCCC)N(C)CCOC1=CC=C(C=C1)CCC(=O)OC (3-{4-[2-(N-dodecyl-N-methylamino)ethoxy]phenyl} propanoic acid, methyl ester). Yield: 887.5%. Reaction SMILES: [OH:1][C:2]1[CH:7]=[CH:6][C:5]([CH2:8][CH2:9][C:10]([O:12][CH3:13])=[O:11])=[CH:4][CH:3]=1.[CH3:14][N:15]([CH2:19][CH2:20][CH2:21][CH2:22][CH2:23][CH2:24][CH2:25][CH2:26][CH2:27][CH2:28][CH2:29][CH3:30])[CH2:16][CH2:17]O.C1(P(C2C=CC=CC=2)C2C=CC=CC=2)C=CC=CC=1.N(C(OC(C)C)=O)=NC(OC(C)C)=O>O1CCCC1>[CH2:19]([N:15]([CH2:16][CH2:17][O:1][C:2]1[CH:3]=[CH:4][C:5]([CH2:8][CH2:9][C:10]([O:12][CH3:13])=[O:11])=[CH:6][CH:7]=1)[CH3:14])[CH2:20][CH2:21][CH2:22][CH2:23][CH2:24][CH2:25][CH2:26][CH2:27][CH2:28][CH2:29][CH3:30]. Procedure: A solution of methyl 3-(4-hydroxyphenyl)propionate (10.0 g, 55. 5 mmol), N-methyl-N-dodecylethanolamine (13.5 g, 55.5 mmol) and triphenylphosphine (16.0 g, 61.0 mmol) in dry tetrahydrofuran (200 ml) was treated at 22° C. with diisopropyl azodicarboxylate (12.3 g, 61.0 mmol) added dropwise over 50 min. After 3 h at 22° C., the reaction mixture was evaporated under reduced pressure and the residue was triturated with hexane. The solid formed was filtered, washed with hexane and the combined filtra... Starting materials: O=C[O-], O=CO, O=Cc1cccc(B(O)O)c1, Cl, NO, [Na+]. The product is N#Cc1cccc(B(O)O)c1. Reaction SMILES: [CH:15]([O-:16])=[O:17].[CH:19]([OH:20])=[O:21].[CH:1](=[O:2])[c:3]1[cH:4][c:5]([B:9]([OH:10])[OH:11])[cH:6][cH:7][cH:8]1.[ClH:12].[NH2:13][OH:14].[Na+:18]>>[C:1]([c:3]1[cH:4][c:5]([B:9]([OH:10])[OH:11])[cH:6][cH:7][cH:8]1)#[N:13].